Dataset: the Open Reaction Database (ORD), a public repository of structured organic reaction records. Task: describe an organic reaction: reactants, conditions, products, and yield The reactants are S(=O)(Cl)Cl (thionyl chloride), CN(C)C=O (DMF), CC1=NC(=NO1)C1=CC=C(C(=O)O)C=C1 (4-(5-methyl-1,2,4-oxadiazol-3-yl)benzoic acid). Solvent: C1(=CC=CC=C1)C (toluene). Product: CC1=NC(=NO1)C1=CC=C(C(=O)Cl)C=C1 (4-(5-methyl-1,2,4-oxadiazol-3-yl)-benzoyl chloride). Reaction SMILES: S(Cl)([Cl:3])=O.CN(C=O)C.[CH3:10][C:11]1[O:15][N:14]=[C:13]([C:16]2[CH:24]=[CH:23][C:19]([C:20](O)=[O:21])=[CH:18][CH:17]=2)[N:12]=1>C1(C)C=CC=CC=1>[CH3:10][C:11]1[O:15][N:14]=[C:13]([C:16]2[CH:24]=[CH:23][C:19]([C:20]([Cl:3])=[O:21])=[CH:18][CH:17]=2)[N:12]=1. Procedure: 46 ml of thionyl chloride and 1 ml of DMF are added to a solution of 10.0 g of 4-(5-methyl-1,2,4-oxadiazol-3-yl)benzoic acid in 150 ml of toluene. The solution is heated under reflux for 5 hours. The solvent is removed, giving 4-(5-methyl-1,2,4-oxadiazol-3-yl)-benzoyl chloride, EI 222. Subsequent reaction with 9.3 g of 1-tert-butoxycarbonylpiperazine in 150 ml of dichloromethane and 48 ml of triethylamine gives, after customary work-up, tert-butyl 4-[4-(5-methyl-[1,2,4]oxadiazol-3-yl)benzoyl]pip... Reactants: C(#N)C1=CC=C(C=C1)N=NC1=CC=C(C=C1)O (4'-cyano-4-hydroxyazobenzene), C([O-])([O-])=O.[K+].[K+] (potassium carbonate), ClCCCCCCO (6-chlorhexan-1-ol). Run in CC(=O)C (acetone). The product is OCCCCCCOC1=CC=C(C=C1)N=NC1=CC=C(C=C1)C#N (4-(6-Hydroxyhexyloxy)-4'-cyanoazobenzene). As a reaction SMILES: [C:1]([C:3]1[CH:8]=[CH:7][C:6]([N:9]=[N:10][C:11]2[CH:16]=[CH:15][C:14]([OH:17])=[CH:13][CH:12]=2)=[CH:5][CH:4]=1)#[N:2].C(=O)([O-])[O-].[K+].[K+].Cl[CH2:25][CH2:26][CH2:27][CH2:28][CH2:29][CH2:30][OH:31]>CC(C)=O>[OH:31][CH2:30][CH2:29][CH2:28][CH2:27][CH2:26][CH2:25][O:17][C:14]1[CH:15]=[CH:16][C:11]([N:10]=[N:9][C:6]2[CH:5]=[CH:4][C:3]([C:1]#[N:2])=[CH:8][CH:7]=2)=[CH:12][CH:13]=1 |f:1.2.3|. Procedure: 22.3 g of 4'-cyano-4-hydroxyazobenzene and 14 g of dry potassium carbonate are dissolved in 100 ml of absolute acetone, a pinch of KI is added, and 15.3 g of 6-chlorhexan-1-ol are then added dropwise at the boil. The reaction mixture is refluxed for 6 days. The precipitated potassium chloride is filtered off under suction from the warm mixture, and the solution is evaporated down. 200 ml of CHCl3 are added to the dye obtained, and the chloroform solution is filtered off drom undissolved material... The reactants are O=C1NCC[C@@H]1NC(OC(C)(C)C)=O ((S)-tert-butyl 2-oxopyrrolidin-3-ylcarbamate), CI (methyl iodide). Yields the product CN1C([C@H](CC1)NC(OC(C)(C)C)=O)=O ((S)-tert-butyl 1-methyl-2-oxopyrrolidin-3-ylcarbamate). Reaction SMILES: [O:1]=[C:2]1[C@@H:6]([NH:7][C:8](=[O:14])[O:9][C:10]([CH3:13])([CH3:12])[CH3:11])[CH2:5][CH2:4][NH:3]1.[CH3:15]I>>[CH3:15][N:3]1[CH2:4][CH2:5][C@H:6]([NH:7][C:8](=[O:14])[O:9][C:10]([CH3:11])([CH3:13])[CH3:12])[C:2]1=[O:1]. Procedure: (S)-tert-butyl 1-methyl-2-oxopyrrolidin-3-ylcarbamate was prepared from compound (S)-tert-butyl 2-oxopyrrolidin-3-ylcarbamate (Example 6) and methyl iodide according to the general procedure of Example 9. The crude product was purified by column chromatography, eluting with 25% acetone/hexanes to provide compound (2a) in 45% yield. Starting materials: C1(CCCCC1)CC(O)C1=CC=C(C=C1)C1=CC=C(C=C1)C(F)(F)F ((±)-2-cyclohexyl-1-(4′-trifluoromethyl-biphenyl-4-yl)-ethanol), COC(CCNC(C1=CC=C(C=C1)O)=O)=O (3-(4-hydroxy-benzoylamino)-propionic acid methyl ester), C1(=CC=CC=C1)P(C1=CC=CC=C1)C1=CC=CC=C1 (triphenylphosphine), N(=NC(=O)N1CCCCC1)C(=O)N1CCCCC1 (1,1′-(azodicarbonyl)dipiperidine). Solvent: C1(=CC=CC=C1)C (toluene). Run at time 8 hour. Product: COC(CCNC(C1=CC=C(C=C1)OC(CC1CCCCC1)C1=CC=C(C=C1)C1=CC=C(C=C1)C(F)(F)F)=O)=O ((±)-3-{4-[2-cyclohexyl-1-(4′-trifluoromethyl-biphenyl-4-yl)-ethoxy]-benzoylamino}-propionic acid methyl ester). Isolated yield 31.2%. As a reaction SMILES: [CH:1]1([CH2:7][CH:8]([C:10]2[CH:15]=[CH:14][C:13]([C:16]3[CH:21]=[CH:20][C:19]([C:22]([F:25])([F:24])[F:23])=[CH:18][CH:17]=3)=[CH:12][CH:11]=2)[OH:9])[CH2:6][CH2:5][CH2:4][CH2:3][CH2:2]1.[CH3:26][O:27][C:28](=[O:41])[CH2:29][CH2:30][NH:31][C:32](=[O:40])[C:33]1[CH:38]=[CH:37][C:36](O)=[CH:35][CH:34]=1.C1(P(C2C=CC=CC=2)C2C=CC=CC=2)C=CC=CC=1.N(C(N1CCCCC1)=O)=NC(N1CCCCC1)=O>C1(C)C=CC=CC=1>[CH3:26][O:27][C:28](=[O:41])[CH2:29][CH2:30][NH:31][C:32](=[O:40])[C:33]1[CH:38]=[CH:37][C:36]([O:9][CH:8]([C:10]2[CH:15]=[CH:14][C:13]([C:16]3[CH:21]=[CH:20][C:19]([C:22]([F:23])([F:24])[F:25])=[CH:18][CH:17]=3)=[CH:12][CH:11]=2)[CH2:7][CH:1]2[CH2:6][CH2:5][CH2:4][CH2:3][CH2:2]2)=[CH:35][CH:34]=1. Procedure details: A solution of (±)-2-cyclohexyl-1-(4′-trifluoromethyl-biphenyl-4-yl)-ethanol (0.184 g, 0.527 mmol), 3-(4-hydroxy-benzoylamino)-propionic acid methyl ester (0.136 g, 0.608 mmol), and triphenylphosphine (0.208 g, 0.791 mmol) in toluene (8.0 mL) is treated with 1,1′-(azodicarbonyl)dipiperidine (ADDP, 0.206 g, 0.817 mmol) and stirred overnight. The reaction mixture is filtered through Celite® diluted with EtOAc, washed with water (2×), brine (1×), dried over MgSO4, filtered, and conc. The residue is ... Reactants: O (Water), C(CCC)[SnH](CCCC)CCCC (Tributyltin hydride), N(=NC(C#N)(C)C)C(C#N)(C)C (azobisisobutyronitrile), C(OC(C)C=1C(=NC(=CC1)\C(=C\[C@@H]1N(C(CC1)=O)CC1=C(C=C(C=C1)OC)OC)\C1=CC=C(C=C1)C(C)(C)C)OC)(=S)SC (O-[1-(6-{(E)-1-(4-tert-butylphenyl)-2-[(2R)-1-(2,4-dimethoxybenzyl)-5-oxopyrrolidin-2-yl]ethenyl}-2-methoxypyridin-3-yl)ethyl] S-methyl carbonodithioate). The solvent is C1(=CC=CC=C1)C (toluene). Conditions: temperature 120 celsius, time 30 minute. Yields the product C(C)(C)(C)C1=CC=C(C=C1)\C(=C/[C@H]1CCC(N1CC1=C(C=C(C=C1)OC)OC)=O)\C1=NC(=C(C=C1)CC)OC ((5R)-5-[(E)-2-(4-tert-butylphenyl)-2-(5-ethyl-6-methoxypyridin-2-yl)ethenyl]-1-(2,4-dimethoxybenzyl)pyrrolidin-2-one). Isolated yield 71.6%. As a reaction SMILES: C([SnH](CCCC)CCCC)CCC.N(C(C)(C)C#N)=NC(C)(C)C#N.C(SC)(=S)O[CH:28]([C:30]1[C:31]([O:65][CH3:66])=[N:32][C:33](/[C:36](/[C:55]2[CH:60]=[CH:59][C:58]([C:61]([CH3:64])([CH3:63])[CH3:62])=[CH:57][CH:56]=2)=[CH:37]/[C@H:38]2[CH2:42][CH2:41][C:40](=[O:43])[N:39]2[CH2:44][C:45]2[CH:50]=[CH:49][C:48]([O:51][CH3:52])=[CH:47][C:46]=2[O:53][CH3:54])=[CH:34][CH:35]=1)[CH3:29].O>C1(C)C=CC=CC=1>[C:61]([C:58]1[CH:59]=[CH:60][C:55](/[C:36](/[C:33]2[CH:34]=[CH:35][C:30]([CH2:28][CH3:29])=[C:31]([O:65][CH3:66])[N:32]=2)=[CH:37]\[C@@H:38]2[N:39]([CH2:44][C:45]3[CH:50]=[CH:49][C:48]([O:51][CH3:52])=[CH:47][C:46]=3[O:53][CH3:54])[C:40](=[O:43])[CH2:41][CH2:42]2)=[CH:56][CH:57]=1)([CH3:63])([CH3:62])[CH3:64]. Procedure details: Tributyltin hydride (91 μL) and azobisisobutyronitrile (8.5 mg) were added to a solution of O-[1-(6-{(E)-1-(4-tert-butylphenyl)-2-[(2R)-1-(2,4-dimethoxybenzyl)-5-oxopyrrolidin-2-yl]ethenyl}-2-methoxypyridin-3-yl)ethyl] S-methyl carbonodithioate (109 mg) in toluene (2 mL), and the mixture was stirred at 120° C. for 30 minutes. Water was added to the reaction solution, followed by extraction with chloroform. The organic layer was dried over anhydrous magnesium sulfate and filtered. The solvent was...